From a dataset of the Open Reaction Database (ORD), a public repository of structured organic reaction records. describe an organic reaction: reactants, conditions, products, and yield Starting materials: OCC(=O)[C@@H](O)[C@H](O)[C@H](O)CO (fructose), [Cl-].[Mg+2].[Cl-] (magnesium chloride), C(C)(=O)[O-].[Zr+4].C(C)(=O)[O-].C(C)(=O)[O-].C(C)(=O)[O-] (zirconium acetate). The product is OCC(=O)[C@@H](O)[C@H](O)[C@H](O)CO.[Cl-].[Mg+2].[Cl-].C(C)(=O)[O-].[Zr+4].C(C)(=O)[O-].C(C)(=O)[O-].C(C)(=O)[O-] (fructose magnesium chloride zirconium acetate). Reaction SMILES: [OH:1][CH2:2][C:3]([C@H:5]([C@@H:7]([C@@H:9]([CH2:11][OH:12])[OH:10])[OH:8])[OH:6])=[O:4].[Cl-:13].[Mg+2:14].[Cl-].[C:16]([O-:19])(=[O:18])[CH3:17].[Zr+4:20].[C:21]([O-:24])(=[O:23])[CH3:22].[C:25]([O-:28])(=[O:27])[CH3:26].[C:29]([O-:32])(=[O:31])[CH3:30]>>[OH:1][CH2:2][C:3]([C@H:5]([C@@H:7]([C@@H:9]([CH2:11][OH:12])[OH:10])[OH:8])[OH:6])=[O:4].[Cl-:13].[Mg+2:14].[Cl-:13].[C:16]([O-:19])(=[O:18])[CH3:17].[Zr+4:20].[C:21]([O-:24])(=[O:23])[CH3:22].[C:25]([O-:28])(=[O:27])[CH3:26].[C:29]([O-:32])(=[O:31])[CH3:30] |f:1.2.3,4.5.6.7.8,9.10.11.12.13.14.15.16.17|. Procedure details: Results obtained using 10 g fructose and 4 g magnesium chloride (hydrated)/100 ml zirconium acetate solution: The reactants are BrC1=CC(=C(C=C1)O)OCC1CC1 (4-bromo-2-cyclopropylmethoxyphenol), ClC(F)F (chlorodifluoromethane), solution, ClC(F)F (Chlorodifluoromethane). The reagents and catalysts are [N+](CCCC)(CCCC)(CCCC)CCCC.[Br-] ((n-Bu)4NBr). Solvent: O1CCOCC1 (dioxane). Reaction conditions: temperature 65 celsius, time 70 minute. Product: BrC1=CC(=C(C=C1)OC(F)F)OCC1CC1 (1-bromo-3-cyclopropylmethoxy-4-difluoromethoxybenzene). Reaction SMILES: [Br:1][C:2]1[CH:7]=[CH:6][C:5]([OH:8])=[C:4]([O:9][CH2:10][CH:11]2[CH2:13][CH2:12]2)[CH:3]=1.Cl[CH:15]([F:17])[F:16]>[N+](CCCC)(CCCC)(CCCC)CCCC.[Br-].O1CCOCC1>[Br:1][C:2]1[CH:7]=[CH:6][C:5]([O:8][CH:15]([F:17])[F:16])=[C:4]([O:9][CH2:10][CH:11]2[CH2:12][CH2:13]2)[CH:3]=1 |f:2.3|. Procedure: A mixture of crude 4-bromo-2-cyclopropylmethoxyphenol (388 g) and (n-Bu)4NBr (20 g) in dioxane (2.0 L) was heated to 65° C. Aqueous caustic solution (40%, 294 g) was added and the temperature was raised to 80° C. Chlorodifluoromethane was added below the surface via a 12 gauge needle and CF2HCl was rapidly absorbed. After about 70 minutes, the absorption of gas ceased and reaction temperature dropped to 77° C. About 184 g of chlorodifluoromethane (Fw=86.47, 2.128 mol) had been added. GC analysis... Reactants: N[C@H]([C@@H](C)O)C(C)C ((2R,3S)-3-amino-4-methylpentan-2-ol), C(=O)([O-])[O-].[K+].[K+] (K2CO3), N[C@H]([C@H](O)C1=CC=CC=C1)C(C)C ((1R,2S)-2-amino-3-methyl-1-phenylbutan-1-ol), C(=O)([O-])[O-].[Na+].[Na+] (Na2CO3). Run in CCOC(=O)C (EtOAc), CCCCCC (n-Hexane). Yields the product CC([C@@H]([C@H](O)C1=CC=CC=C1)N1CCCC1)C ((1R,2S)-3-Methyl-1-phenyl-2-(1-pyrrolidinyl)butan-1-ol). Yield: 86.0%. As a reaction SMILES: N[C@@H:2]([CH:6](C)C)[C@H:3](O)[CH3:4].[NH2:9][C@@H:10]([CH:19]([CH3:21])[CH3:20])[C@@H:11]([C:13]1[CH:18]=[CH:17][CH:16]=[CH:15][CH:14]=1)[OH:12].C([O-])([O-])=O.[Na+].[Na+].C([O-])([O-])=O.[K+].[K+]>CCOC(C)=O.CCCCCC>[CH3:20][CH:19]([CH3:21])[C@H:10]([N:9]1[CH2:4][CH2:3][CH2:2][CH2:6]1)[C@@H:11]([C:13]1[CH:18]=[CH:17][CH:16]=[CH:15][CH:14]=1)[OH:12] |f:2.3.4,5.6.7|. Procedure: Repeat Step (a) of EXAMPLE 1, but replace (2R,3S)-3-amino-4-methylpentan-2-ol with (1R,2S)-2-amino-3-methyl-1-phenylbutan-1-ol, and replace Na2CO3 (1.16 g, 11.0 mmol) with K2CO3 (1.52 g, 11.0 mmol). Column chromatography (Silica gel, eluent is n-Hexane:EtOAc=10:1) is used to purify the coarse product and a slightly-yellow liquid (1.00 g) is obtained. The yield is 86% and the other analysis includes: Reactants: CI, CC(C)=O, Cc1[nH]c2ccccc2c1-c1noc(C2CCN(C)CC2)n1. Yields the product Cc1[nH]c2ccccc2c1-c1noc(C2CC[N+](C)(C)CC2)n1, [I-]. As a reaction SMILES: [CH3:1][I:2].[CH3:25][C:26](=[O:27])[CH3:28].[CH3:3][N:4]1[CH2:5][CH2:6][CH:7]([c:10]2[n:11][c:12](-[c:15]3[c:16]([CH3:24])[nH:17][c:18]4[cH:19][cH:20][cH:21][cH:22][c:23]34)[n:13][o:14]2)[CH2:8][CH2:9]1>>[CH3:1][N+:4]1([CH3:3])[CH2:5][CH2:6][CH:7]([c:10]2[n:11][c:12](-[c:15]3[c:16]([CH3:24])[nH:17][c:18]4[cH:19][cH:20][cH:21][cH:22][c:23]34)[n:13][o:14]2)[CH2:8][CH2:9]1.[I-:2]. Reactants: NC=1C=C(C=C(C1C)Cl)CC#N ((3-amino-5-chloro-4-methylphenyl) acetonitrile), C(#N)COC=1C=C(C=CC1)NS(=O)(=O)C (N-(3-cyanomethoxyphenyl)-methanesulfonamide), NC=1C=C(OCC#N)C=CC1 ((3-aminophenoxy)-acetonitrile). Yields the product ClC=1C(=C(C=C(C1)CC#N)NS(=O)(=O)C)C (N-(3-chloro-5-cyanomethyl-2-methylphenyl) methanesulfonamide). Reaction SMILES: [NH2:1][C:2]1[CH:3]=[C:4]([CH2:10][C:11]#[N:12])[CH:5]=[C:6]([Cl:9])[C:7]=1[CH3:8].C(COC1C=C(N[S:24]([CH3:27])(=[O:26])=[O:25])C=CC=1)#N.NC1C=C(C=CC=1)OCC#N>>[Cl:9][C:6]1[C:7]([CH3:8])=[C:2]([NH:1][S:24]([CH3:27])(=[O:26])=[O:25])[CH:3]=[C:4]([CH2:10][C:11]#[N:12])[CH:5]=1. Reported procedure: N-(3-chloro-5-cyanomethyl-2-methylphenyl) methanesulfonamide was prepared from (3-amino-5-chloro-4-methylphenyl) acetonitrile in a manner similar to that described in Example 1 for the preparation of N-(3-cyanomethoxyphenyl)-methanesulfonamide from (3-aminophenoxy)-acetonitrile. Starting materials: COc1cc(CCl)ncc1C, Cl, [Na+], Sc1nc2cc3c(cc2[nH]1)OCO3, [OH-], O. Product: COc1cc(CSc2nc3cc4c(cc3[nH]2)OCO4)ncc1C. RXN SMILES: [Cl:15][CH2:16][c:17]1[n:18][cH:19][c:20]([CH3:25])[c:21]([O:23][CH3:24])[cH:22]1.[ClH:14].[Na+:27].[O:1]1[CH2:2][O:3][c:4]2[cH:5][c:6]3[c:7]([n:8][c:9]([SH:11])[nH:10]3)[cH:12][c:13]21.[OH-:26].[OH2:28]>>[O:1]1[CH2:2][O:3][c:4]2[cH:5][c:6]3[c:7]([n:8][c:9]([S:11][CH2:16][c:17]4[n:18][cH:19][c:20]([CH3:25])[c:21]([O:23][CH3:24])[cH:22]4)[nH:10]3)[cH:12][c:13]21. Reactants: C(C)(=O)OCC([C@]1(CC[C@H]2[C@@H]3CCC4=CC(C=C[C@]4(C)[C@H]3[C@H](C[C@]12C)OC=O)=O)O)=O (21-acetoxy-11β-formyloxy-17α-hydroxy-1,4-pregnadiene-3,20-dione), C(C)OCOCC (formaldehyde diethylacetal), O=P12OP3(=O)OP(=O)(O1)OP(=O)(O2)O3 (phosphorus pentoxide). The solvent is C(Cl)Cl (methylene chloride). Run at time 2.5 hour. The product is C(C)(=O)OCC([C@]1(CC[C@H]2[C@@H]3CCC4=CC(C=C[C@]4(C)[C@H]3[C@H](C[C@]12C)OC=O)=O)OCOCC)=O (21-acetoxy-17α-ethoxymethoxy-11β-formyloxy-1,4-pregnadiene-3,20-dione). As a reaction SMILES: [C:1]([O:4][CH2:5][C:6](=[O:31])[C@:7]1([OH:30])[C@:24]2([CH3:25])[C@H:10]([C@H:11]3[C@H:21]([C@@H:22]([O:26][CH:27]=[O:28])[CH2:23]2)[C@:19]2([CH3:20])[C:14](=[CH:15][C:16](=[O:29])[CH:17]=[CH:18]2)[CH2:13][CH2:12]3)[CH2:9][CH2:8]1)(=[O:3])[CH3:2].[CH2:32]([O:34][CH2:35]OCC)[CH3:33].O=P12OP3(OP(OP(O3)(O1)=O)(=O)O2)=O>C(Cl)Cl>[C:1]([O:4][CH2:5][C:6](=[O:31])[C@:7]1([O:30][CH2:35][O:34][CH2:32][CH3:33])[C@:24]2([CH3:25])[C@H:10]([C@H:11]3[C@H:21]([C@@H:22]([O:26][CH:27]=[O:28])[CH2:23]2)[C@:19]2([CH3:20])[C:14](=[CH:15][C:16](=[O:29])[CH:17]=[CH:18]2)[CH2:13][CH2:12]3)[CH2:9][CH2:8]1)(=[O:3])[CH3:2]. Procedure: 5.0 g. of 21-acetoxy-11β-formyloxy-17α-hydroxy-1,4-pregnadiene-3,20-dione is dissolved in 150 ml. of methylene chloride and 30 ml. of formaldehyde diethylacetal and cooled to 0° C. Under agitation, a mixture of 5 g. of phosphorus pentoxide and 10 g. of kieselguhr is inroduced, and the mixture is stirred for 2.5 hours in an ice bath, whereafter it is filtered, washed with methylene chloride, and brought to pH 9 with triethylamine. After the solvent has been distilled off, 10.5 g. of crude 21-acet...